Dataset: the Open Reaction Database (ORD), a public repository of structured organic reaction records. Task: describe an organic reaction: reactants, conditions, products, and yield Starting materials: FC1=CC(=CC(=C1)C(C=C)(C=1SC=CN1)O)F (1,3-Difluoro-5-[3-hydroxy-3-(thiazol-2-yl)propen-3-yl]benzene), FC=1C=C(C=C(C1)SCC[Si](C)(C)C)C(C(F)(F)F)(C(F)(F)F)O (5-fluoro-3-(hexafluoro-2-hydroxyprop-2-yl)-1-(2-trimethylsilylethylthio)benzene). Product: FC=1C=C(C=C(C1)S)C(C=C)(C=1SC=CN1)O (5-Fluoro-3-[3-hydroxy-3-(thiazol-2-yl)propen-3-yl]-thiophenol). As a reaction SMILES: [F:1][C:2]1[CH:7]=[C:6]([C:8]([OH:16])([C:11]2[S:12][CH:13]=[CH:14][N:15]=2)[CH:9]=[CH2:10])[CH:5]=[C:4](F)[CH:3]=1.FC1C=C(C(O)(C(F)(F)F)C(F)(F)F)C=C([S:25]CC[Si](C)(C)C)C=1>>[F:1][C:2]1[CH:7]=[C:6]([C:8]([OH:16])([C:11]2[S:12][CH:13]=[CH:14][N:15]=2)[CH:9]=[CH2:10])[CH:5]=[C:4]([SH:25])[CH:3]=1. Procedure details: Following the procedure described for Thiophenol 1, Step 3, but substituting the 5-fluoro-3-[3-hydroxy-3-(thiazol-2-yl)propen-3-yl]-1-(2-trimethylsilylethylthio)benzene from Step 4 for 5-fluoro-3-(hexafluoro-2-hydroxyprop-2-yl)-1-(2-trimethylsilylethylthio)benzene as starting material, the title compound was obtained. Reactants: C(C)OC=C(C#N)C#N ((Ethoxymethylene)malononitrile), Cl.FC=1C=CC(=C(C1)NN)C ((5-fluoro-2-methylphenyl)hydrazine hydrochloride), C(C)(C)N(C(C)C)CC (N,N-diisopropylethylamine). The solvent is CO (MeOH). Reaction conditions: time 30 minute. The product is NC1=C(C=NN1C1=C(C=CC(=C1)F)C)C#N (5-amino-1-(5-fluoro-2-methylphenyl)-1H-pyrazole-4-carbonitrile). Isolated yield 19.1%. Reaction SMILES: C(O[CH:4]=[C:5]([C:8]#[N:9])[C:6]#[N:7])C.Cl.[F:11][C:12]1[CH:13]=[CH:14][C:15]([CH3:20])=[C:16]([NH:18][NH2:19])[CH:17]=1.C(N(CC)C(C)C)(C)C>CO>[NH2:9][C:8]1[N:18]([C:16]2[CH:17]=[C:12]([F:11])[CH:13]=[CH:14][C:15]=2[CH3:20])[N:19]=[CH:4][C:5]=1[C:6]#[N:7] |f:1.2|. Procedure details: (Ethoxymethylene)malononitrile (CAS no. 123-06-8) (3.18 g, 26.04 mmol) was added portionwise to the stirred solution of (5-fluoro-2-methylphenyl)hydrazine hydrochloride (CAS no. 325-50-8) (4.6 g, 26.04 mmol) and N,N-diisopropylethylamine (5.90 mL, 33.86 mmol) in MeOH (50 mL), under nitrogen at 5° C. The resulting solution was allowed to stir for a further 30 minutes at this temperature. The reaction mixture was then heated to reflux and was stirred for 3 hours. The reaction mixture was allowed t... Starting materials: COc1ccccc1COCCCOc1ccc(C2CCN(C(=O)OC(C)(C)C)CC2OCc2ccc3c(c2)N(CCN(C)C)CCC3)cc1, CO, Cl. Yields the product COc1ccccc1COCCCOc1ccc(C2CCNCC2OCc2ccc3c(c2)N(CCN(C)C)CCC3)cc1. RXN SMILES: [C:1]([O:2][C:3](=[O:4])[N:8]1[CH2:9][CH:10]([O:34][CH2:35][c:36]2[cH:37][cH:38][c:39]3[c:44]([cH:45]2)[N:43]([CH2:46][CH2:47][N:48]([CH3:49])[CH3:50])[CH2:42][CH2:41][CH2:40]3)[CH:11]([c:14]2[cH:15][cH:16][c:17]([O:20][CH2:21][CH2:22][CH2:23][O:24][CH2:25][c:26]3[c:27]([O:32][CH3:33])[cH:28][cH:29][cH:30][cH:31]3)[cH:18][cH:19]2)[CH2:12][CH2:13]1)([CH3:5])([CH3:6])[CH3:7].[CH3:52][OH:53].[ClH:51]>>[NH:8]1[CH2:9][CH:10]([O:34][CH2:35][c:36]2[cH:37][cH:38][c:39]3[c:44]([cH:45]2)[N:43]([CH2:46][CH2:47][N:48]([CH3:49])[CH3:50])[CH2:42][CH2:41][CH2:40]3)[CH:11]([c:14]2[cH:15][cH:16][c:17]([O:20][CH2:21][CH2:22][CH2:23][O:24][CH2:25][c:26]3[c:27]([O:32][CH3:33])[cH:28][cH:29][cH:30][cH:31]3)[cH:18][cH:19]2)[CH2:12][CH2:13]1. The reactants are CCOC(C)(C)c1cc(NC(=O)Oc2ccccc2)n(-c2ccccc2)n1, C1CCOC1, COc1cc2ncnc(Sc3cccc(N)c3)c2cc1OC, CCN(C(C)C)C(C)C. Product: CCOC(C)(C)c1cc(NC(=O)Nc2cccc(Sc3ncnc4cc(OC)c(OC)cc34)c2)n(-c2ccccc2)n1. Reaction SMILES: [CH2:1]([CH3:2])[O:3][C:4]([CH3:5])([CH3:6])[c:7]1[n:8][n:9](-[c:22]2[cH:23][cH:24][cH:25][cH:26][cH:27]2)[c:10]([NH:12][C:13]([O:14][c:15]2[cH:16][cH:17][cH:18][cH:19][cH:20]2)=[O:21])[cH:11]1.[CH2:59]1[O:60][CH2:61][CH2:62][CH2:63]1.[CH3:28][O:29][c:30]1[cH:31][c:32]2[c:33]([S:42][c:43]3[cH:44][c:45]([NH2:46])[cH:47][cH:48][cH:49]3)[n:34][cH:35][n:36][c:37]2[cH:38][c:39]1[O:40][CH3:41].[CH:50]([N:51]([CH2:52][CH3:53])[CH:54]([CH3:55])[CH3:56])([CH3:57])[CH3:58]>>[CH2:1]([CH3:2])[O:3][C:4]([CH3:5])([CH3:6])[c:7]1[n:8][n:9](-[c:22]2[cH:23][cH:24][cH:25][cH:26][cH:27]2)[c:10]([NH:12][C:13](=[O:21])[NH:46][c:45]2[cH:44][c:43]([S:42][c:33]3[c:32]4[cH:31][c:30]([O:29][CH3:28])[c:39]([O:40][CH3:41])[cH:38][c:37]4[n:36][cH:35][n:34]3)[cH:49][cH:48][cH:47]2)[cH:11]1. The reactants are Clc1ccccc1, Cl, Nc1cccc([N+](=O)[O-])c1, N=C(N)N1CCCC1, O. Product: N=C(Nc1cccc([N+](=O)[O-])c1)N1CCCC1. As a reaction SMILES: [Cl:20][c:21]1[cH:22][cH:23][cH:24][cH:25][cH:26]1.[ClH:1].[N+:2](=[O:3])([O-:4])[c:5]1[cH:6][c:7]([NH2:8])[cH:9][cH:10][cH:11]1.[N:12]1([C:17]([NH2:18])=[NH:19])[CH2:13][CH2:14][CH2:15][CH2:16]1.[OH2:27]>>[N+:2](=[O:3])([O-:4])[c:5]1[cH:6][c:7]([NH:8][C:17]([N:12]2[CH2:13][CH2:14][CH2:15][CH2:16]2)=[NH:18])[cH:9][cH:10][cH:11]1. Starting materials: C(C(C)C)#N (isobutyronitrile), BrCCCCl (1-bromo-3-chloropropane). Yields the product ClCCCC(C#N)(C)C (5-chloro-2,2-dimethylpentanenitrile). As a reaction SMILES: [C:1](#[N:5])[CH:2]([CH3:4])[CH3:3].Br[CH2:7][CH2:8][CH2:9][Cl:10]>>[Cl:10][CH2:9][CH2:8][CH2:7][C:2]([CH3:4])([CH3:3])[C:1]#[N:5]. Procedure: reacting isobutyronitrile with 1-bromo-3-chloropropane in the presence of a first base in a non-polar solvent at a temperature of about 15°to 65°C. to afford 5-chloro-2,2-dimethylpentanenitrile;